Task: describe an organic reaction: reactants, conditions, products, and yield. Dataset: the Open Reaction Database (ORD), a public repository of structured organic reaction records Reaction SMILES: [Cl:1][c:2]1[c:3]([C:4]#[N:5])[cH:6][c:7]([F:12])[c:8]([F:11])[c:9]1[Cl:10].[OH2:13].[S:14](=[O:15])(=[O:16])([OH:17])[OH:18]>>[Cl:1][c:2]1[c:3]([C:4]([NH2:5])=[O:13])[cH:6][c:7]([F:12])[c:8]([F:11])[c:9]1[Cl:10]. Starting materials: N#Cc1cc(F)c(F)c(Cl)c1Cl, O, O=S(=O)(O)O. Yields the product NC(=O)c1cc(F)c(F)c(Cl)c1Cl. Starting materials: [N+](=O)([O-])C1=C(N)C=CC=C1 (2-nitroaniline), BrCCCCCC(=O)Cl (6-bromohexanoyl chloride), ice water. Run in N1=CC=CC=C1 (pyridine). Reaction conditions: time 1.5 hour. Yields the product BrCCCCCC(=O)NC1=C(C=CC=C1)[N+](=O)[O-] (6-bromo-N-(2-nitrophenyl)hexanamide). Yield: 90.1%. As a reaction SMILES: [N+:1]([C:4]1[CH:10]=[CH:9][CH:8]=[CH:7][C:5]=1[NH2:6])([O-:3])=[O:2].[Br:11][CH2:12][CH2:13][CH2:14][CH2:15][CH2:16][C:17](Cl)=[O:18]>N1C=CC=CC=1>[Br:11][CH2:12][CH2:13][CH2:14][CH2:15][CH2:16][C:17]([NH:6][C:5]1[CH:7]=[CH:8][CH:9]=[CH:10][C:4]=1[N+:1]([O-:3])=[O:2])=[O:18]. Reported procedure: To a solution of 2-nitroaniline (13.82 g, 100 mmol) in pyridine (120 mL) at 0° C. was dropwise added 6-bromohexanoyl chloride (22.6 mL, 32 g, 150 mmol) over 15 minutes. The resulting mixture was stirred for 1.5 hours at the same temperature, then poured into ice-water (500 mL) and extracted with ethyl acetate (2×200 mL). The combined organic phase was washed with aqueous citric acid solution (2×100 mL), water (100 mL) and brine (50 mL). After removal of the solvent, the crude product was passed ... Starting materials: O=C1C(=CC(=C2N1N=CC1=CC=CC=C21)C(=O)O)C2=CC=CC=C2 (4-oxo-3-phenyl-4H-pyrido[2,1-a]phthalazine-1-carboxylic acid), CCOCC (ether), S(=O)(Cl)Cl (thionyl chloride), CN(C=O)C (N,N-dimethylformamide). Solvent: C1(=CC=CC=C1)C (toluene). Conditions: time 2 hour. Yields the product OC1CN(C1)C(=O)C=1C=C(C(N2C1C1=CC=CC=C1C=N2)=O)C2=CC=CC=C2 (3-hydroxy-1-[(4-oxo-3-phenyl-4H-pyrido[2,1-a]phthalazin-1-yl)carbonyl]azetidine). RXN SMILES: [O:1]=[C:2]1[N:7]2[N:8]=[CH:9][C:10]3[C:15]([C:6]2=[C:5](C(O)=O)[CH:4]=[C:3]1[C:19]1[CH:24]=[CH:23][CH:22]=[CH:21][CH:20]=1)=[CH:14][CH:13]=[CH:12][CH:11]=3.S(Cl)(Cl)=O.[CH3:29][N:30]([CH3:33])[CH:31]=[O:32].C[CH2:35][O:36]CC>C1(C)C=CC=CC=1>[OH:36][CH:35]1[CH2:33][N:30]([C:31]([C:5]2[CH:4]=[C:3]([C:19]3[CH:24]=[CH:23][CH:22]=[CH:21][CH:20]=3)[C:2](=[O:1])[N:7]3[N:8]=[CH:9][C:10]4[C:15](=[CH:14][CH:13]=[CH:12][CH:11]=4)[C:6]=23)=[O:32])[CH2:29]1. Procedure details: 3.68 g of 4-oxo-3-phenyl-4H-pyrido[2,1-a]phthalazine-1-carboxylic acid are suspended in 80 ml of toluene with the exclusion of moisture, whereupon 5.1 ml of thionyl chloride and 0.2 ml of N,N-dimethylformamide are added thereto and the mixture is stirred at room temperature for 2 hours. The reaction mixture is evaporated in vacuo; the residue is taken up in toluene, whereupon the solution is again evaporated in vacuo. The thus-obtained pure carboxylic acid chloride is taken up in 90 ml of dioxan... Starting materials: ClCCCl, CNCc1cc2ccccc2n1C, Cl, CN(C)C=O, O, On1nnc2ccccc21, O=C(O)C=Cc1cnc2c(c1)COCCN2. Yields the product CN(Cc1cc2ccccc2n1C)C(=O)C=Cc1cnc2c(c1)COCCN2. Reaction SMILES: [CH2:1]([Cl:2])[CH2:3][Cl:4].[CH3:32][NH:33][CH2:34][c:35]1[n:36]([CH3:44])[c:37]2[cH:38][cH:39][cH:40][cH:41][c:42]2[cH:43]1.[ClH:5].[O:45]=[CH:46][N:47]([CH3:48])[CH3:49].[OH2:50].[OH:22][n:23]1[c:24]2[c:25]([cH:26][cH:27][cH:28][cH:29]2)[n:30][n:31]1.[n:6]1[cH:7][c:8]([CH:17]=[CH:18][C:19](=[O:20])[OH:21])[cH:9][c:10]2[c:11]1[NH:12][CH2:13][CH2:14][O:15][CH2:16]2>>[n:6]1[cH:7][c:8]([CH:17]=[CH:18][C:19](=[O:21])[N:33]([CH3:32])[CH2:34][c:35]2[n:36]([CH3:44])[c:37]3[cH:38][cH:39][cH:40][cH:41][c:42]3[cH:43]2)[cH:9][c:10]2[c:11]1[NH:12][CH2:13][CH2:14][O:15][CH2:16]2. The reactants are [N-]=[N+]=[N-].[Na+] (Sodium azide), S(=O)(Cl)Cl (Thionyl chloride), C1(=CC=CC=C1)C1=C(OC=C1)C(=O)O (3-phenyl-2-furancarboxylic acid), ice H2O, C(C)OCC (diethyl ether). Solvent: O (water), C1=CC=CC=C1 (benzene). Reaction conditions: temperature 0 celsius, time 1 hour. Yields the product C1=COC=2NC(C=3C=CC=CC3C21)=O (Furo[2,3-c]isoquinolin-5(4H)-one). The yield is 68.0%. Reaction SMILES: S(Cl)(Cl)=O.[C:5]1([C:11]2[CH:15]=[CH:14][O:13][C:12]=2C(O)=O)[CH:10]=[CH:9][CH:8]=[CH:7][CH:6]=1.[N-:19]=[N+]=[N-].[Na+].C([O:25][CH2:26]C)C>C1C=CC=CC=1.O>[CH:15]1[C:11]2[C:5]3[CH:6]=[CH:7][CH:8]=[CH:9][C:10]=3[C:26](=[O:25])[NH:19][C:12]=2[O:13][CH:14]=1 |f:2.3|. Procedure: Thionyl chloride (1 ml) was added to a suspension of 3-phenyl-2-furancarboxylic acid (300 mg, 1.46 mmol) in 10 ml of dry benzene and the mixture was refluxed for 2 hours. The solvent and the excess of thionyl chloride were removed under reduced pressure, the residue was taken up using 10 ml of dry THF and cooled to 0° C. Sodium azide (1.5 mmol) dissolved in the minimal amount of water was quickly added and the resulting solution was stirred for 1 hour at room temperature. After pouring into 100 ... The reactants are C(C)OC(C1=C(C(=CC=C1)SC1=C(NC2=CC(=CC=C12)Cl)C)F)=O (3-(6-chloro-2-methyl-1H-indol-3-ylsulfanyl)-2-fluoro-benzoic acid ethyl ester), BrC=1C=NN(C1)CCC (4-bromo-1-propyl-1H-pyrazole). Yields the product C(C)OC(C1=C(C(=CC=C1)SC1=C(N(C2=CC(=CC=C12)Cl)C=1C=NN(C1)CCC)C)F)=O (3-[6-Chloro-2-methyl-1-(1-propyl-1H-pyrazol-4-yl)-1H-indol-3-ylsulfanyl]-2-fluoro-benzoic acid ethyl ester). As a reaction SMILES: [CH2:1]([O:3][C:4](=[O:24])[C:5]1[CH:10]=[CH:9][CH:8]=[C:7]([S:11][C:12]2[C:20]3[C:15](=[CH:16][C:17]([Cl:21])=[CH:18][CH:19]=3)[NH:14][C:13]=2[CH3:22])[C:6]=1[F:23])[CH3:2].Br[C:26]1[CH:27]=[N:28][N:29]([CH2:31][CH2:32][CH3:33])[CH:30]=1>>[CH2:1]([O:3][C:4](=[O:24])[C:5]1[CH:10]=[CH:9][CH:8]=[C:7]([S:11][C:12]2[C:20]3[C:15](=[CH:16][C:17]([Cl:21])=[CH:18][CH:19]=3)[N:14]([C:26]3[CH:27]=[N:28][N:29]([CH2:31][CH2:32][CH3:33])[CH:30]=3)[C:13]=2[CH3:22])[C:6]=1[F:23])[CH3:2]. Reported procedure: Prepared according to the procedure described in Example 55, Step 2 using the following starting materials: 3-(6-chloro-2-methyl-1H-indol-3-ylsulfanyl)-2-fluoro-benzoic acid ethyl ester and 4-bromo-1-propyl-1H-pyrazole. The reactants are C1COCCO1, CCOC(C)=O, COC(=O)C(C)Oc1ccccc1Oc1cc(-n2c(=O)cc(C(F)(F)F)n(C)c2=O)c(F)cc1Cl, Cl, O. Product: CC(Oc1ccccc1Oc1cc(-n2c(=O)cc(C(F)(F)F)n(C)c2=O)c(F)cc1Cl)C(=O)O. Reaction SMILES: [CH2:44]1[O:45][CH2:46][CH2:47][O:48][CH2:49]1.[CH3:38][CH2:39][O:40][C:41](=[O:42])[CH3:43].[Cl:1][c:2]1[c:3]([O:4][c:5]2[c:6]([O:7][CH:8]([C:9](=[O:10])[O:11][CH3:12])[CH3:13])[cH:14][cH:15][cH:16][cH:17]2)[cH:18][c:19](-[n:23]2[c:24](=[O:35])[n:25]([CH3:34])[c:26]([C:30]([F:31])([F:32])[F:33])[cH:27][c:28]2=[O:29])[c:20]([F:22])[cH:21]1.[ClH:36].[OH2:37]>>[Cl:1][c:2]1[c:3]([O:4][c:5]2[c:6]([O:7][CH:8]([C:9](=[O:10])[OH:11])[CH3:13])[cH:14][cH:15][cH:16][cH:17]2)[cH:18][c:19](-[n:23]2[c:24](=[O:35])[n:25]([CH3:34])[c:26]([C:30]([F:31])([F:32])[F:33])[cH:27][c:28]2=[O:29])[c:20]([F:22])[cH:21]1. Starting materials: COC(CN(C(OCC)=O)CC(=C)F)OC (ethyl N-(2,2-dimethoxyethyl) -N-(2-fluoroallyl)-carbamate), C(=O)O (formic acid), [Cl-].[Na+] (sodium chloride). Run in O (water). The product is FC(CN(C(OCC)=O)CC=O)=C (Ethyl N-(2-fluoroallyl)-N-(2-oxoethyl)-carbamate). As a reaction SMILES: C[O:2][CH:3](OC)[CH2:4][N:5]([CH2:11][C:12]([F:14])=[CH2:13])[C:6](=[O:10])[O:7][CH2:8][CH3:9].C(O)=O.[Cl-].[Na+]>O>[F:14][C:12](=[CH2:13])[CH2:11][N:5]([CH2:4][CH:3]=[O:2])[C:6](=[O:10])[O:7][CH2:8][CH3:9] |f:2.3|. Procedure details: 14.1 g (60 mmol) of ethyl N-(2,2-dimethoxyethyl) -N-(2-fluoroallyl)-carbamate are heated under reflux for three hours with 6.3 ml of formic acid in 120 ml of water. The solution is saturated with sodium chloride and extracted several with methylene chloride, the organic solutions are washed with saturated sodium hydrogen carbonate solution, dried over magnesium sulphate and concentrated, and the residue is distilled. Reactants: C(C)(C)(C)OC(NC1=C(C=C(C(=C1)C)C(F)(F)F)N)=O ((2-amino-5-methyl-4-trifluoromethyl-phenyl)-carbamic acid tert-butyl ester), C(C)(C)(C)OC(CC(C1=CC(=CC=C1)C=1C=NC=NC1)=O)=O (3-oxo-3-(3-pyrimidin-5-yl-phenyl)-propionic acid tert-butyl ester). Product: C(C)(C)(C)OC(NC1=C(C=C(C(=C1)C)C(F)(F)F)NC(CC(C1=CC(=CC=C1)C=1C=NC=NC1)=O)=O)=O ({5-Methyl-2-[3-oxo-3-(3-pyrimidin-5-yl-phenyl)-propionylamino]-4-trifluoromethyl-phenyl}-carbamic acid tert-butyl ester), foam. The yield is 56.0%. RXN SMILES: [C:1]([O:5][C:6](=[O:20])[NH:7][C:8]1[CH:13]=[C:12]([CH3:14])[C:11]([C:15]([F:18])([F:17])[F:16])=[CH:10][C:9]=1[NH2:19])([CH3:4])([CH3:3])[CH3:2].C([O:25][C:26](=O)[CH2:27][C:28](=[O:41])[C:29]1[CH:34]=[CH:33][CH:32]=[C:31]([C:35]2[CH:36]=[N:37][CH:38]=[N:39][CH:40]=2)[CH:30]=1)(C)(C)C>>[C:1]([O:5][C:6](=[O:20])[NH:7][C:8]1[CH:13]=[C:12]([CH3:14])[C:11]([C:15]([F:18])([F:17])[F:16])=[CH:10][C:9]=1[NH:19][C:26](=[O:25])[CH2:27][C:28](=[O:41])[C:29]1[CH:34]=[CH:33][CH:32]=[C:31]([C:35]2[CH:40]=[N:39][CH:38]=[N:37][CH:36]=2)[CH:30]=1)([CH3:4])([CH3:2])[CH3:3]. Procedure details: The title compound was prepared from (2-amino-5-methyl-4-trifluoromethyl-phenyl)-carbamic acid tert-butyl ester (Example J20) (290 mg, 1.0 mmol) and 3-oxo-3-(3-pyrimidin-5-yl-phenyl)-propionic acid tert-butyl ester (Example K13) (298 mg, 1.0 mmol) according to the general procedure M. Obtained as an off-white foam (290 mg, 56%).